Task: describe an organic reaction: reactants, conditions, products, and yield. Dataset: the Open Reaction Database (ORD), a public repository of structured organic reaction records Reactants: solution, CC[O-].[Na+] (sodium ethylate), BrC(CBr)N1C(=NC=C1)[N+](=O)[O-] (1-(1,2-dibromoethyl)-2-nitroimidazole). Solvent: CO (methanol). The product is BrC(=C)N1C(=NC=C1)[N+](=O)[O-] (1-(1-bromovinyl)-2-nitroimidazole). Yield: 55.9%. Reaction SMILES: [Br:1][CH:2]([N:5]1[CH:9]=[CH:8][N:7]=[C:6]1[N+:10]([O-:12])=[O:11])[CH2:3]Br.CC[O-].[Na+]>CO>[Br:1][C:2]([N:5]1[CH:9]=[CH:8][N:7]=[C:6]1[N+:10]([O-:12])=[O:11])=[CH2:3] |f:1.2|. Procedure details: 20.1 g of 1-(1,2-dibromoethyl)-2-nitroimidazole were heated under reflux for 1 hour in 132 ml of a 0.51N solution of sodium ethylate in methanol. The mixture was evaporated and the residue was taken up with 250 ml of ethyl acetate and 100 ml of water. The organic phase was washed with 100 ml of 10% sodium chloride solution and evaporated, and the residue was chromatographed on 300 g of silica gel using ethyl acetate/cyclohexane (4:1, v/v). After a forerun of 420 ml, there were isolated from 270 ... The reactants are FB(F)F, O=C([O-])O, CCOCC, C[Si](C)(C)C#N, ClCCl, [Na+], OCc1c(-c2ccccc2)nn2ccc3c(c12)CCO3. Product: N#CCc1c(-c2ccccc2)nn2ccc3c(c12)CCO3. As a reaction SMILES: [B:6]([F:7])([F:8])[F:9].[C:39](=[O:40])([O-:41])[OH:42].[CH2:1]([O:2][CH2:3][CH3:4])[CH3:5].[CH3:10][Si:11]([CH3:12])([CH3:13])[C:14]#[N:15].[Cl:36][CH2:37][Cl:38].[Na+:43].[c:16]1(-[c:22]2[n:23][n:24]3[c:25]([c:26]4[c:27]([cH:28][cH:29]3)[O:30][CH2:31][CH2:32]4)[c:33]2[CH2:34][OH:35])[cH:17][cH:18][cH:19][cH:20][cH:21]1>>[C:14](#[N:15])[CH2:34][c:33]1[c:22](-[c:16]2[cH:17][cH:18][cH:19][cH:20][cH:21]2)[n:23][n:24]2[c:25]1[c:26]1[c:27]([cH:28][cH:29]2)[O:30][CH2:31][CH2:32]1. Starting materials: NC1=NN(C=C1Br)C1=NC=CC=C1 (3-amino-4-bromo-1-(2-pyridyl)pyrazole), diazonium salt, diazonium salt, C(C)(=O)O (acetic acid), S(=O)=O (sulfur dioxide), cuprous chloride, aqueous solution, N(=O)[O-].[Na+] (sodium nitrite). Run in Cl (hydrochloric acid), ClCCCl (1,2-dichloroethane), O (water). Run at time 20 minute. The product is BrC=1C(=NN(C1)C1=NC=CC=C1)S(=O)(=O)N (4-bromo-1-(2-pyridyl)pyrazole-3 -sulfonamide). Isolated yield 93.0%. As a reaction SMILES: N[C:2]1[C:6]([Br:7])=[CH:5][N:4]([C:8]2[CH:13]=[CH:12][CH:11]=[CH:10][N:9]=2)[N:3]=1.[N:14]([O-])=O.[Na+].C(O)(=O)C.[S:22](=[O:24])=[O:23]>Cl.ClCCCl.O>[Br:7][C:6]1[C:2]([S:22]([NH2:14])(=[O:24])=[O:23])=[N:3][N:4]([C:8]2[CH:13]=[CH:12][CH:11]=[CH:10][N:9]=2)[CH:5]=1 |f:1.2|. Reported procedure: 3 g of 3-amino-4-bromo-1-(2-pyridyl)pyrazole was suspended in 60 ml of hydrochloric acid, to which 2.5 ml of an aqueous solution containing 1.2 g of sodium nitrite was added dropwise at -10° to -5° C. to prepare a solution of diazonium salt. This solution of diazonium salt was added dropwise at 5° C. to 30 ml of acetic acid saturated with sulfur dioxide containing 0.5 g of cuprous chloride. After stirring at room temperature for 20 minutes, 100 ml of water and 300 ml of 1,2-dichloroethane were a...